Dataset: the Open Reaction Database (ORD), a public repository of structured organic reaction records. Task: describe an organic reaction: reactants, conditions, products, and yield Starting materials: COC(CC(C)N1C(C(N(CC1)C(CC1=CC=C(C=C1)NC(=O)NC1=C(C=CC=C1)C)=O)CC(C)C)=O)=O (3-(3-isobutyl-2-oxo-4-{[4-(3-o-tolyl-ureido)-phenyl]-acetyl}-piperazin-1-yl)-butyric acid methyl ester). Solvent: [OH-].[Na+] (NaOH), C(C)(C)(C)O (tert-butanol). Conditions: time 16 hour. Product: C(C(C)C)C1C(N(CCN1C(CC1=CC=C(C=C1)NC(=O)NC1=C(C=CC=C1)C)=O)C(CC(=O)O)C)=O (3-(3-Isobutyl-2-oxo-4-{[4-(3-o-tolyl-ureido)-phenyl]-acetyl}-piperazin-1-yl)-butyric acid). The yield is 82.8%. Reaction SMILES: C[O:2][C:3](=[O:38])[CH2:4][CH:5]([N:7]1[CH2:12][CH2:11][N:10]([C:13](=[O:32])[CH2:14][C:15]2[CH:20]=[CH:19][C:18]([NH:21][C:22]([NH:24][C:25]3[CH:30]=[CH:29][CH:28]=[CH:27][C:26]=3[CH3:31])=[O:23])=[CH:17][CH:16]=2)[CH:9]([CH2:33][CH:34]([CH3:36])[CH3:35])[C:8]1=[O:37])[CH3:6]>[OH-].[Na+].C(O)(C)(C)C>[CH2:33]([CH:9]1[N:10]([C:13](=[O:32])[CH2:14][C:15]2[CH:16]=[CH:17][C:18]([NH:21][C:22]([NH:24][C:25]3[CH:30]=[CH:29][CH:28]=[CH:27][C:26]=3[CH3:31])=[O:23])=[CH:19][CH:20]=2)[CH2:11][CH2:12][N:7]([CH:5]([CH3:6])[CH2:4][C:3]([OH:38])=[O:2])[C:8]1=[O:37])[CH:34]([CH3:36])[CH3:35] |f:1.2|. Procedure: A solution of 3-(3-isobutyl-2-oxo-4-{[4-(3-o-tolyl-ureido)-phenyl]-acetyl}-piperazin-1-yl)-butyric acid methyl ester (20 mg, 0.038 mmol) in a mixture of 1 ml of 0.1 N NaOH and 1 ml of tert-butanol was stirred for 16 hrs at room temperature. The reaction mixture was then concentrated under reduced pressure, dissolved in water (5 ml) and extracted with ether (5 ml×2). The aqueous portion was then acidified to pH<3 with 1N HCl and extracted with ethyl acetate. The combined organics were washed with... The reactants are COC(CN(C)C(=O)CCl)OC, CO, [Na+], [Na+], O=C([O-])[O-], OCCO, Cc1ccccc1S(=O)(=O)O. Product: CN(CC1OCCO1)C(=O)CCl. Reaction SMILES: [CH3:1][N:2]([C:3]([CH2:4][Cl:5])=[O:6])[CH2:7][CH:8]([O:9][CH3:10])[O:11][CH3:12].[CH3:34][OH:35].[Na+:28].[Na+:29].[O-:30][C:31](=[O:32])[O-:33].[OH:13][CH2:14][CH2:15][OH:16].[c:17]1([CH3:18])[c:19]([S:20]([OH:21])(=[O:22])=[O:23])[cH:24][cH:25][cH:26][cH:27]1>>[CH3:1][N:2]([C:3]([CH2:4][Cl:5])=[O:6])[CH2:7][CH:8]1[O:9][CH2:10][CH2:12][O:11]1. Reactants: C(C)(=O)OCC1=CC=C(C=C1)C=1NC(=C(N1)C(=O)OC(C)(C)C)C1=CC=C(C=C1)Cl (tert-Butyl 2-(4-acetoxymethylphenyl)-5-(4-chlorophenyl)-imidazole-4-carboxylate). Run in FC(C(=O)O)(F)F (trifluoroacetic acid). The product is C(C)(=O)OCC1=CC=C(C=C1)C=1NC(=C(N1)C(=O)O)C1=CC=C(C=C1)Cl (2-(4-acetoxymethylphenyl)-5-(4-chlorophenyl)imidazole-4-carboxylic acid). As a reaction SMILES: [C:1]([O:4][CH2:5][C:6]1[CH:11]=[CH:10][C:9]([C:12]2[NH:13][C:14]([C:24]3[CH:29]=[CH:28][C:27]([Cl:30])=[CH:26][CH:25]=3)=[C:15]([C:17]([O:19]C(C)(C)C)=[O:18])[N:16]=2)=[CH:8][CH:7]=1)(=[O:3])[CH3:2]>FC(F)(F)C(O)=O>[C:1]([O:4][CH2:5][C:6]1[CH:7]=[CH:8][C:9]([C:12]2[NH:13][C:14]([C:24]3[CH:25]=[CH:26][C:27]([Cl:30])=[CH:28][CH:29]=3)=[C:15]([C:17]([OH:19])=[O:18])[N:16]=2)=[CH:10][CH:11]=1)(=[O:3])[CH3:2]. Procedure: tert-Butyl 2-(4-acetoxymethylphenyl)-5-(4-chlorophenyl)-imidazole-4-carboxylate is dissolved in trifluoroacetic acid, and the solution is stirred at room temperature to give the objective 2-(4-acetoxymethylphenyl)-5-(4-chlorophenyl)imidazole-4-carboxylic acid. The reactants are ClC1=CC=C(CN2C(=CC3=CC(=CC=C23)OCC2=NC3=CC=CC=C3C=C2)CC(C(=O)OC)(C)C)C=C1 (Methyl 3-[N-(4-chlorobenzyl)-5-(quinolin-2-ylmethoxy)indol-2-yl]-2,2-dimethylpropanoate), C(CC)(=O)Cl (propanoyl chloride). The product is ClC1=CC=C(CN2C(=C(C3=CC(=CC=C23)OCC2=NC3=CC=CC=C3C=C2)C(CC)=O)CC(C(=O)O)(C)C)C=C1 (3-[N-(4-Chlorobenzyl)-3-propanoyl-5-(quinolin-2-ylmethoxy)indol-2-yl]-2,2-dimethylpropanoic acid). As a reaction SMILES: [Cl:1][C:2]1[CH:37]=[CH:36][C:5]([CH2:6][N:7]2[C:15]3[C:10](=[CH:11][C:12]([O:16][CH2:17][C:18]4[CH:27]=[CH:26][C:25]5[C:20](=[CH:21][CH:22]=[CH:23][CH:24]=5)[N:19]=4)=[CH:13][CH:14]=3)[CH:9]=[C:8]2[CH2:28][C:29]([CH3:35])([CH3:34])[C:30]([O:32]C)=[O:31])=[CH:4][CH:3]=1.[C:38](Cl)(=[O:41])[CH2:39][CH3:40]>>[Cl:1][C:2]1[CH:37]=[CH:36][C:5]([CH2:6][N:7]2[C:15]3[C:10](=[CH:11][C:12]([O:16][CH2:17][C:18]4[CH:27]=[CH:26][C:25]5[C:20](=[CH:21][CH:22]=[CH:23][CH:24]=5)[N:19]=4)=[CH:13][CH:14]=3)[C:9]([C:38](=[O:41])[CH2:39][CH3:40])=[C:8]2[CH2:28][C:29]([CH3:34])([CH3:35])[C:30]([OH:32])=[O:31])=[CH:4][CH:3]=1. Procedure: The title compound was prepared according to the conditions described in Step B and Step C of Example 47, from methyl 3-[N-(4-chlorobenzyl)-5-(quinolin-2-ylmethoxy)indol-2-yl]-2,2-dimethylpropanoate (prepared in Step A of Example 47), but using propanoyl chloride in place of trimethylacetyl chloride in Step B. The reactants are CC(C)(CC(=O)NC1CCc2ccccc2NC1=O)NC(=O)OC(C)(C)C, ClCc1ccc(-c2ccccc2)cc1. Product: CC(C)(CC(=O)NC1CCc2ccccc2N(Cc2ccc(-c3ccccc3)cc2)C1=O)NC(=O)OC(C)(C)C. As a reaction SMILES: [C:1]([CH3:2])([CH3:3])([CH3:4])[O:5][C:6](=[O:7])[NH:8][C:9]([CH2:10][C:11](=[O:12])[NH:13][CH:14]1[C:15](=[O:25])[NH:16][c:17]2[c:18]([cH:21][cH:22][cH:23][cH:24]2)[CH2:19][CH2:20]1)([CH3:26])[CH3:27].[Cl:28][CH2:29][c:30]1[cH:31][cH:32][c:33](-[c:36]2[cH:37][cH:38][cH:39][cH:40][cH:41]2)[cH:34][cH:35]1>>[C:1]([CH3:2])([CH3:3])([CH3:4])[O:5][C:6](=[O:7])[NH:8][C:9]([CH2:10][C:11](=[O:12])[NH:13][CH:14]1[C:15](=[O:25])[N:16]([CH2:29][c:30]2[cH:31][cH:32][c:33](-[c:36]3[cH:37][cH:38][cH:39][cH:40][cH:41]3)[cH:34][cH:35]2)[c:17]2[c:18]([cH:21][cH:22][cH:23][cH:24]2)[CH2:19][CH2:20]1)([CH3:26])[CH3:27].